Dataset: the Open Reaction Database (ORD), a public repository of structured organic reaction records. Task: describe an organic reaction: reactants, conditions, products, and yield Starting materials: CN1[SiH2]N[SiH](C)N(C)[Si](C)(C)N(C)[Si]1(C)C, CN1[SiH2]N[SiH](C)N(C)[Si](C)(C)N(C)[Si]1(C)C, Cc1ccc(N)cc1S(=O)(=O)O. Yields the product CN1[SiH2]N[Si](C)(C)N(C)[Si]1(C)C. RXN SMILES: [CH3:17][SiH:18]1[NH:19][SiH2:20][N:21]([CH3:22])[Si:23]([CH3:24])([CH3:25])[N:26]([CH3:27])[Si:28]([CH3:29])([CH3:30])[N:31]1[CH3:32].[CH3:1][SiH:2]1[N:3]([CH3:16])[Si:4]([CH3:14])([CH3:15])[N:5]([CH3:13])[Si:6]([CH3:11])([CH3:12])[N:7]([CH3:10])[SiH2:8][NH:9]1.[NH2:33][c:34]1[cH:35][cH:36][c:37]([CH3:38])[c:39]([S:40]([OH:41])(=[O:42])=[O:43])[cH:44]1>>[Si:4]1([CH3:14])([CH3:15])[N:5]([CH3:13])[Si:6]([CH3:11])([CH3:12])[N:7]([CH3:10])[SiH2:8][NH:9]1. The reactants are solution, Cl (HCl), CO (MeOH), FC(C=1C2=C(N(N1)C=1C(NC(N(C1)CCCN1C[C@]3(C[C@H]3C1)C1=CC=C(C=C1)C(F)(F)F)=O)=O)CCOC2)(F)F (5-[3-(trifluoromethyl)-6,7-dihydropyrano[4,3-c]pyrazol-1(4H)-yl]-1-(3-{(1S,5R)-1-[4-(trifluoromethyl)phenyl]-3-azabicyclo[3.1.0]hex-3-yl}propyl)-2,4(1H,3H)-pyrimidinedione). Solvent: C(C)OCC (Diethyl ether). The product is Cl.Cl.FC(C=1C2=C(N(N1)C=1C(NC(N(C1)CCCN1C[C@]3(C[C@H]3C1)C1=CC=C(C=C1)C(F)(F)F)=O)=O)CCOC2)(F)F (5-[3-(trifluoromethyl)-6,7-dihydropyrano[4,3-c]pyrazol-1(4H)-yl]-1-(3-{(1S,5R)-1-[4-(trifluoromethyl)phenyl]-3-azabicyclo[3.1.0]hex-3-yl}propyl)-2,4(1H,3H)-pyrimidinedione dihydrochloride). Isolated yield 99.0%. RXN SMILES: [F:1][C:2]([F:40])([F:39])[C:3]1[C:4]2[CH2:38][O:37][CH2:36][CH2:35][C:5]=2[N:6]([C:8]2[C:9](=[O:34])[NH:10][C:11](=[O:33])[N:12]([CH2:14][CH2:15][CH2:16][N:17]3[CH2:22][C@H:21]4[C@:19]([C:23]5[CH:28]=[CH:27][C:26]([C:29]([F:32])([F:31])[F:30])=[CH:25][CH:24]=5)([CH2:20]4)[CH2:18]3)[CH:13]=2)[N:7]=1.[ClH:41].CO>C(OCC)C>[ClH:41].[ClH:41].[F:40][C:2]([F:1])([F:39])[C:3]1[C:4]2[CH2:38][O:37][CH2:36][CH2:35][C:5]=2[N:6]([C:8]2[C:9](=[O:34])[NH:10][C:11](=[O:33])[N:12]([CH2:14][CH2:15][CH2:16][N:17]3[CH2:22][C@H:21]4[C@:19]([C:23]5[CH:28]=[CH:27][C:26]([C:29]([F:32])([F:31])[F:30])=[CH:25][CH:24]=5)([CH2:20]4)[CH2:18]3)[CH:13]=2)[N:7]=1 |f:4.5.6|. Procedure: 5-[3-(trifluoromethyl)-6,7-dihydropyrano[4,3-c]pyrazol-1(4H)-yl]-1-(3-{(1S,5R)-1-[4-(trifluoromethyl)phenyl]-3-azabicyclo[3.1.0]hex-3-yl}propyl)-2,4(1H,3H)-pyrimidinedione (E22, 9.6 mg, 0.014 mmol) was dissolved and sonicated in Diethyl ether (2 ml) to give a pale yellow solution. 1.25 M solution of HCl in MeOH (0.029 ml, 0.036 mmol) was added at room temperature. The obtained mixture was sonicated for 3 min and the solvent evaporated in vacuo. Obtained 10.1 mg (99% yield) of the title compound ... Reactants: N1[C@@H](CCC1)CN1CCOCC1 ((S)-4-pyrrolidin-2-ylmethyl-morpholine), CC=1NC2=CC=C(C=C2C1)NC1=C2C(=NC=C1)C=C(S2)C(=O)O (7-(2-methyl-1H-indol-5-ylamino)-thieno[3,2-b]pyridine-2-carboxylic acid). RXN SMILES: [NH:1]1[CH2:5][CH2:4][CH2:3][C@H:2]1[CH2:6][N:7]1[CH2:12][CH2:11][O:10][CH2:9][CH2:8]1.[CH3:13][C:14]1[NH:15][C:16]2[C:21]([CH:22]=1)=[CH:20][C:19]([NH:23][C:24]1[CH:29]=[CH:28][N:27]=[C:26]3[CH:30]=[C:31]([C:33](O)=[O:34])[S:32][C:25]=13)=[CH:18][CH:17]=2>>[CH3:13][C:14]1[NH:15][C:16]2[C:21]([CH:22]=1)=[CH:20][C:19]([NH:23][C:24]1[CH:29]=[CH:28][N:27]=[C:26]3[CH:30]=[C:31]([C:33]([N:1]4[CH2:5][CH2:4][CH2:3][C@H:2]4[CH2:6][N:7]4[CH2:8][CH2:9][O:10][CH2:11][CH2:12]4)=[O:34])[S:32][C:25]=13)=[CH:18][CH:17]=2. Reported procedure: The title compound was prepared from (S)-4-pyrrolidin-2-ylmethyl-morpholine and 7-(2-methyl-1H-indol-5-ylamino)-thieno[3,2-b]pyridine-2-carboxylic acid by a procedure analogous to Example 21B. MS: 476.3 (MH+); HPLC Rf: 5.378 min.; HPLC purity: 92%. Yields the product CC=1NC2=CC=C(C=C2C1)NC1=C2C(=NC=C1)C=C(S2)C(=O)N2[C@@H](CCC2)CN2CCOCC2 ((2S)-[7-(2-Methyl-1H-indol-5-ylamino)-thieno[3,2-b]pyridin-2-yl]-(2-morpholin-4-ylmethyl-pyrrolidin-1-yl)-methanone). The reactants are ClC1=C2C=CC=NC2=CC=C1 (5-chloroquinoline), [N+](=O)([O-])[O-].[K+] (potassium nitrate), OS(=O)(=O)O (H2SO4). The solvent is C(Cl)Cl.CCCCC (DCM n-pentane). The product is ClC1=C2C=CC=NC2=C(C=C1)[N+](=O)[O-] (5-Chloro-8-nitroquinoline). Isolated yield 49.3%. As a reaction SMILES: [Cl:1][C:2]1[CH:11]=[CH:10][CH:9]=[C:8]2[C:3]=1[CH:4]=[CH:5][CH:6]=[N:7]2.[N+:12]([O-])([O-:14])=[O:13].[K+].OS(O)(=O)=O>C(Cl)Cl.CCCCC>[Cl:1][C:2]1[CH:11]=[CH:10][C:9]([N+:12]([O-:14])=[O:13])=[C:8]2[C:3]=1[CH:4]=[CH:5][CH:6]=[N:7]2 |f:1.2,4.5|. Procedure: In a similar fashion using route 7 general procedure 15, 5-chloroquinoline (1.0 g, 6.13 mmol), potassium nitrate (0.8 g, 7.98 mmol) and H2SO4 (3 ml) gave the title compound (630 mg, 51%) after trituration from DCM/n-pentane. The reactants are O=C([O-])[O-], O=C1Nc2ccc(F)c(F)c2C(C#CC2CC2)(C(F)(F)F)N1, NC(N)=S, [Na+], [Na+], O=P(Cl)(Cl)Cl. The product is Fc1ccc2c(c1F)C(C#CC1CC1)(C(F)(F)F)NC(=S)N2. Reaction SMILES: [C:23](=[O:24])([O-:25])[O-:26].[CH:1]1([C:4]#[C:5][C:6]2([C:19]([F:20])([F:21])[F:22])[NH:7][C:8](=[O:18])[NH:9][c:10]3[cH:11][cH:12][c:13]([F:17])[c:14]([F:16])[c:15]32)[CH2:2][CH2:3]1.[NH2:29][C:30]([NH2:31])=[S:32].[Na+:27].[Na+:28].[P:33]([Cl:34])([Cl:35])([Cl:36])=[O:37]>>[CH:1]1([C:4]#[C:5][C:6]2([C:19]([F:20])([F:21])[F:22])[NH:7][C:8](=[S:32])[NH:9][c:10]3[cH:11][cH:12][c:13]([F:17])[c:14]([F:16])[c:15]32)[CH2:2][CH2:3]1.